This data is from the Open Reaction Database (ORD), a public repository of structured organic reaction records. The task is: describe an organic reaction: reactants, conditions, products, and yield The reactants are C1CCC2=NCCCN2CC1, CCCCC=O, ClCCl, O=Nc1ccccc1. Yields the product CCCCC(=O)N(O)c1ccccc1. As a reaction SMILES: [CH2:1]1[CH2:2][CH2:3][C:4]2=[N:9][CH2:8][CH2:7][CH2:6][N:5]2[CH2:10][CH2:11]1.[CH:12]([CH2:13][CH2:14][CH2:15][CH3:16])=[O:17].[Cl:26][CH2:27][Cl:28].[O:18]=[N:19][c:20]1[cH:21][cH:22][cH:23][cH:24][cH:25]1>>[C:12]([CH2:13][CH2:14][CH2:15][CH3:16])(=[O:17])[N:19]([OH:18])[c:20]1[cH:21][cH:22][cH:23][cH:24][cH:25]1. Reactants: C1CCOC1, [Li]CCCC, ClCCCCCCI, c1ccsc1. Yields the product ClCCCCCCc1cccs1. As a reaction SMILES: [CH2:19]1[O:20][CH2:21][CH2:22][CH2:23]1.[CH2:6]([Li:7])[CH2:8][CH2:9][CH3:10].[Cl:11][CH2:12][CH2:13][CH2:14][CH2:15][CH2:16][CH2:17][I:18].[cH:1]1[cH:2][cH:3][s:4][cH:5]1>>[cH:1]1[cH:2][c:3]([CH2:17][CH2:16][CH2:15][CH2:14][CH2:13][CH2:12][Cl:11])[s:4][cH:5]1. The reactants are C1COCCO1, O=C(Cl)OCc1ccccc1, [Na+], [OH-], O, NC1CCC(O)CC1. Product: O=C(NC1CCC(O)CC1)OCc1ccccc1. RXN SMILES: [CH2:22]1[O:23][CH2:24][CH2:25][O:26][CH2:27]1.[Cl:11][C:12](=[O:13])[O:14][CH2:15][c:16]1[cH:17][cH:18][cH:19][cH:20][cH:21]1.[Na+:10].[OH-:9].[OH2:28].[OH:1][CH:2]1[CH2:3][CH2:4][CH:5]([NH2:8])[CH2:6][CH2:7]1>>[OH:1][CH:2]1[CH2:3][CH2:4][CH:5]([NH:8][C:12](=[O:13])[O:14][CH2:15][c:16]2[cH:17][cH:18][cH:19][cH:20][cH:21]2)[CH2:6][CH2:7]1. Starting materials: COC(=O)[C@@H]1CC[C@H](CC1)C(=O)O (trans-4-(methoxycarbonyl)cyclohexanecarboxylic acid), B.CSC (borane dimethylsulfide), CO (Methanol). Solvent: C1CCOC1 (THF). Run at temperature 20 celsius, time 6 hour. Yields the product OC[C@@H]1CC[C@H](CC1)C(=O)OC (methyl trans-4-(hydroxymethyl)cyclohexanecarboxylate). As a reaction SMILES: [CH3:1][O:2][C:3]([C@H:5]1[CH2:10][CH2:9][C@H:8]([C:11](O)=[O:12])[CH2:7][CH2:6]1)=[O:4].B.CSC.CO>C1COCC1>[OH:12][CH2:11][C@H:8]1[CH2:7][CH2:6][C@H:5]([C:3]([O:2][CH3:1])=[O:4])[CH2:10][CH2:9]1 |f:1.2|. Procedure: To a solution of trans-4-(methoxycarbonyl)cyclohexanecarboxylic acid (5.00 g, 26.9 mmol) in THF (30 mL) was added borane-dimethylsulfide complex (1.0 M in THF, 40 mL, 40 mmol) dropwise at 0° C. and then the mixture was stirred at 20° C. for 6 hours. Methanol (50 mL) was dropwise at 0° C., and then the reaction mixture was stirred at room temperature for 1 hour before being concentrated under reduced pressure. The residue was purified by chromatography on silica gel (ethyl acetate/petroleum ether...